Dataset: the Open Reaction Database (ORD), a public repository of structured organic reaction records. Task: describe an organic reaction: reactants, conditions, products, and yield Reactants: CC1(C(NC2=CC=CC=C2N1)=O)C (3,3-dimethyl-3,4-dihydroquinoxalin-2-one). The reagents and catalysts are [Rh] (rhodium). Yields the product CC1(C(N[C@H]2CCCC[C@H]2N1)=O)C (cis-3,3-dimethyl-decahydroquinoxalin-2-one). Reaction SMILES: [CH3:1][C:2]1([CH3:13])[NH:11][C:10]2[C:5](=[CH:6][CH:7]=[CH:8][CH:9]=2)[NH:4][C:3]1=[O:12]>[Rh]>[CH3:1][C:2]1([CH3:13])[NH:11][C@H:10]2[C@H:5]([CH2:6][CH2:7][CH2:8][CH2:9]2)[NH:4][C:3]1=[O:12]. Procedure details: In a manner analogous with the foregoing, 3,3-dimethyl-3,4-dihydroquinoxalin-2-one is hydrogenated at about 130° C. and 1500 psi in the presence of rhodium (5%) on charcoal in 2 hours, to yield cis-3,3-dimethyl-decahydroquinoxalin-2-one. Reactants: C1(=CC=CC=C1)S(=O)(=O)N1C(=CC=2C1=NC=CC2)C(CC(C)(C)C)(O)C2=CC=C(C=C2)S(=O)(=O)C (1-(1-benzenesulfonyl-1H-pyrrolo[2,3-b]pyridin-2-yl)-1-(4-methanesulfonyl-phenyl)-3,3-dimethyl-butan-1-ol), [F-].C(CCC)[N+](CCCC)(CCCC)CCCC (tetrabutylammonium fluoride). The solvent is O1CCCC1 (tetrahydrofuran). Run at temperature 25 celsius, time 16 hour. Yields the product CS(=O)(=O)C1=CC=C(C=C1)/C(=C\C(C)(C)C)/C1=CC=2C(=NC=CC2)N1 (2-[(E)-1-(4-methanesulfonyl-phenyl)-3,3-dimethyl-but-1-enyl]-1H-pyrrolo[2,3-b]pyridine). Yield: 38.1%. As a reaction SMILES: C1(S([N:10]2[C:14]3=[N:15][CH:16]=[CH:17][CH:18]=[C:13]3[CH:12]=[C:11]2[C:19]([C:26]2[CH:31]=[CH:30][C:29]([S:32]([CH3:35])(=[O:34])=[O:33])=[CH:28][CH:27]=2)(O)[CH2:20][C:21]([CH3:24])([CH3:23])[CH3:22])(=O)=O)C=CC=CC=1.[F-].C([N+](CCCC)(CCCC)CCCC)CCC>O1CCCC1>[CH3:35][S:32]([C:29]1[CH:30]=[CH:31][C:26](/[C:19](/[C:11]2[NH:10][C:14]3=[N:15][CH:16]=[CH:17][CH:18]=[C:13]3[CH:12]=2)=[CH:20]\[C:21]([CH3:24])([CH3:23])[CH3:22])=[CH:27][CH:28]=1)(=[O:33])=[O:34] |f:1.2|. Procedure details: A mixture of 1-(1-benzenesulfonyl-1H-pyrrolo[2,3-b]pyridin-2-yl)-1-(4-methanesulfonyl-phenyl)-3,3-dimethyl-butan-1-ol (190 mg, 0.37 mmol) and tetrabutylammonium fluoride solution in tetrahydrofuran (1 M, 3 mL) was stirred at 25° C. for 16 h. The reaction was quenched with a saturated aqueous ammonium chloride solution (20 mL). The mixture was extracted with ethyl acetate (2×50 mL), washed with a saturated aqueous ammonium chloride solution (3×25 mL), brine, dried over anhydrous sodium sulfate an... The reactants are [Cr](=O)(=O)([O-])Cl.[NH+]1=CC=CC=C1 (pyridinium chlorochromate), OC[C@@H]1CC[C@H](CC1)CO (trans-1,4-bis(hydroxymethyl)cyclohexane), [Cr](=O)(=O)([O-])Cl.[NH+]1=CC=CC=C1 (pyridinium chlorochromate). The solvent is ClCCl (dichloromethane). Reaction conditions: time 30 minute. Product: C(=O)[C@@H]1CC[C@H](CC1)C=O (trans-1,4-Diformylcyclohexane). As a reaction SMILES: [Cr](Cl)([O-])(=O)=O.[NH+]1C=CC=CC=1.[OH:12][CH2:13][C@H:14]1[CH2:19][CH2:18][C@H:17]([CH2:20][OH:21])[CH2:16][CH2:15]1>ClCCl>[CH:13]([C@H:14]1[CH2:19][CH2:18][C@H:17]([CH:20]=[O:21])[CH2:16][CH2:15]1)=[O:12] |f:0.1|. Procedure details: 41.2 g (191 mmol) of pyridinium chlorochromate are added in several portions to a suspension of trans-1,4-bis(hydroxymethyl)cyclohexane (13.8 g, 96 mmol) in 300 ml of dichloromethane. After 1 h 30 min of stirring at room temperature, a further 4 g of pyridinium chlorochromate are added and stirring is continued for 15 min. The reaction medium is filtered through Celite and the filtrate is passed through silica. After evaporation, an oil is obtained, which is used in Stage B without further purif...